Dataset: the Open Reaction Database (ORD), a public repository of structured organic reaction records. Task: describe an organic reaction: reactants, conditions, products, and yield The reactants are [H-].[Na+] (sodium hydride), BrCCCCCCCCBr (1,8-dibromooctane), [Cl-].[NH4+] (ammonium chloride), N(C(=O)OC(C)(C)C)C(=O)OC(C)(C)C (di-tert-butyl iminodicarboxylate). The solvent is CN(C=O)C (N,N-dimethylformamide), CN(C=O)C (N,N-dimethylformamide). Conditions: time 1 hour. Yields the product BrCCCCCCCCN(C(OC(C)(C)C)=O)C(=O)OC(C)(C)C (tert-butyl N-(8-bromooctyl)-N-[(tert-butoxy)carbonyl]carbamate). Isolated yield 69.5%. RXN SMILES: [H-].[Na+].[NH:3]([C:11]([O:13][C:14]([CH3:17])([CH3:16])[CH3:15])=[O:12])[C:4]([O:6][C:7]([CH3:10])([CH3:9])[CH3:8])=[O:5].[Br:18][CH2:19][CH2:20][CH2:21][CH2:22][CH2:23][CH2:24][CH2:25][CH2:26]Br.[Cl-].[NH4+]>CN(C)C=O>[Br:18][CH2:19][CH2:20][CH2:21][CH2:22][CH2:23][CH2:24][CH2:25][CH2:26][N:3]([C:4]([O:6][C:7]([CH3:8])([CH3:9])[CH3:10])=[O:5])[C:11](=[O:12])[O:13][C:14]([CH3:17])([CH3:16])[CH3:15] |f:0.1,4.5|. Procedure: Under a nitrogen flow, sodium hydride (40% of mineral oil added; 935 mg, 17 mmol) was suspended in N,N-dimethylformamide (160 mL) and, under ice-water cooling, di-tert-butyl iminodicarboxylate (3.26 g, 15 mmol) was added. After stirring under ice-water cooling for 1 hour, a solution of 1,8-dibromooctane (8.16 g, 30 mmol) in N,N-dimethylformamide (10 mL) was added and the mixture was stirred for 16 hours while allowing the mixture to return to room temperature. Under ice-water cooling, a saturate... The reactants are FC1=C(C(C(=O)O)=C(C=C1F)F)C(=O)O (3,4,6-trifluorophthalic acid), CN1CCCC1=O (NMP). Run in O (water). Conditions: time 18 hour. The product is FC1=C(C(=O)O)C=C(C(=C1)F)F (2,4,5-trifluorobenzoic acid). The yield is 87.8%. Reaction SMILES: [F:1][C:2]1[C:10]([F:11])=[CH:9][C:8]([F:12])=[C:4]([C:5]([OH:7])=[O:6])[C:3]=1C(O)=O.CN1C(=O)CCC1>O>[F:12][C:8]1[CH:9]=[C:10]([F:11])[C:2]([F:1])=[CH:3][C:4]=1[C:5]([OH:7])=[O:6]. Reported procedure: A 250 mL single-neck flask equipped with a condenser and a magnetic stirrer was charged with 30.00 g of 3,4,6-trifluorophthalic acid, and 200 mL of NMP. The reaction mixture was then heated with stirring for 18 hr. at a bath temperature of 140° C., followed by 55 hr. at a bath temperature of 150° C. The flask was then allowed to cool to room temperature and the contents were poured into 500 mL of water, and extracted with 4×200 mL of ethyl acetate. The combined organic extracts were washed with ...